From a dataset of the Open Reaction Database (ORD), a public repository of structured organic reaction records. describe an organic reaction: reactants, conditions, products, and yield Starting materials: BrCc1ccccc1, [Li]C(C)CC, O=C(O)c1ccc(OCC2CCCCC2)cc1, Cl, C1CCOC1, O. Product: O=C(O)c1ccc(OCC2CCCCC2)cc1Cc1ccccc1. As a reaction SMILES: [Br:23][CH2:24][c:25]1[cH:26][cH:27][cH:28][cH:29][cH:30]1.[CH:18]([Li:19])([CH2:20][CH3:21])[CH3:22].[CH:1]1([CH2:7][O:8][c:9]2[cH:10][cH:11][c:12]([C:13](=[O:14])[OH:15])[cH:16][cH:17]2)[CH2:2][CH2:3][CH2:4][CH2:5][CH2:6]1.[ClH:31].[O:32]1[CH2:33][CH2:34][CH2:35][CH2:36]1.[OH2:37]>>[CH:1]1([CH2:7][O:8][c:9]2[cH:10][c:11]([CH2:24][c:25]3[cH:26][cH:27][cH:28][cH:29][cH:30]3)[c:12]([C:13](=[O:14])[OH:15])[cH:16][cH:17]2)[CH2:2][CH2:3][CH2:4][CH2:5][CH2:6]1. Starting materials: C(C)(C)(C)OC(=O)NC=1C=C(C(=O)N2CCN(CC2)CCC2=CC=C(C=C2)Cl)C=CC1 (1-[3-(N-tert-butyloxycarbonylamino)benzoyl]-4-[2-(4-chlorophenyl)ethyl]piperazine), C1(=CC=C(C=C1)S(=O)(=O)OCCOC(C)C)C (2-isopropyloxyethyl p-toluenesulfonate), [OH-].[K+] (KOH). Solvent: CS(=O)C (DMSO). The product is C(C)(C)OCCN(C(=O)OC(C)(C)C)C=1C=C(C(=O)N2CCN(CC2)CCC2=CC=C(C=C2)Cl)C=CC1 (1-{3-[N-(2-isopropyloxyethyl)-N-tert-butoxycarbonylamino]benzoyl}-4-[2-(4-chlorophenyl)ethyl]piperazine). Reaction SMILES: [C:1]([O:5][C:6]([NH:8][C:9]1[CH:10]=[C:11]([CH:29]=[CH:30][CH:31]=1)[C:12]([N:14]1[CH2:19][CH2:18][N:17]([CH2:20][CH2:21][C:22]2[CH:27]=[CH:26][C:25]([Cl:28])=[CH:24][CH:23]=2)[CH2:16][CH2:15]1)=[O:13])=[O:7])([CH3:4])([CH3:3])[CH3:2].C1(C)C=CC(S(O[CH2:42][CH2:43][O:44][CH:45]([CH3:47])[CH3:46])(=O)=O)=CC=1.[OH-].[K+]>CS(C)=O>[CH:45]([O:44][CH2:43][CH2:42][N:8]([C:9]1[CH:10]=[C:11]([CH:29]=[CH:30][CH:31]=1)[C:12]([N:14]1[CH2:19][CH2:18][N:17]([CH2:20][CH2:21][C:22]2[CH:23]=[CH:24][C:25]([Cl:28])=[CH:26][CH:27]=2)[CH2:16][CH2:15]1)=[O:13])[C:6]([O:5][C:1]([CH3:4])([CH3:2])[CH3:3])=[O:7])([CH3:47])[CH3:46] |f:2.3|. Reported procedure: 6 g of 1-[3-(N-tert-butyloxycarbonylamino)benzoyl]-4-[2-(4-chlorophenyl)ethyl]piperazine and 4.18 g of 2-isopropyloxyethyl p-toluenesulfonate are reacted in DMSO in the presence of 1.01 g of finely powdered KOH. The oily 1-{3-[N-(2-isopropyloxyethyl)-N-tert-butoxycarbonylamino]benzoyl}-4-[2-(4-chlorophenyl)ethyl]piperazine so obtained is reacted further directly. The reactants are BrC1=CC=C(C=C1)NC(=O)NC=1NN=C(C1)C(C)(C)C (1-(4-bromo-phenyl)-3-(5-tert-butyl-2H-pyrazol-3-yl)-urea), C1(CCCCC1)P(C1CCCCC1)C1CCCCC1 (tricyclohexylphosphine), C(C)(=O)[O-].[K+] (potassium acetate), B1(OC(C(O1)(C)C)(C)C)B2OC(C(O2)(C)C)(C)C (bis(pinacolato)diboron), IC1=CN=C2N1C=CC(=C2)C2=CC=C(C=C2)S(=O)(=O)C (3-iodo-7-(4-methanesulfonyl-phenyl)-imidazo[1,2-a]pyridine), C([O-])([O-])=O.[K+].[K+] (potassium carbonate), dichloro-bis(triphenylphosphine) palladium (II). Reagents/catalysts: C=1C=CC(=CC1)/C=C/C(=O)/C=C/C2=CC=CC=C2.C=1C=CC(=CC1)/C=C/C(=O)/C=C/C2=CC=CC=C2.C=1C=CC(=CC1)/C=C/C(=O)/C=C/C2=CC=CC=C2.[Pd].[Pd] (tris(dibenzylideneacetone)-di-palladium (0)). The solvent is CS(=O)C (DMSO), CCOC(=O)C (EtOAc), O (water), O1CCOCC1 (dioxane). Yields the product C(C)(C)(C)C=1C=C(NN1)NC(=O)NC1=CC=C(C=C1)C1=CN=C2N1C=CC(=C2)C2=CC=C(C=C2)S(=O)(=O)C (1-(5-tert-Butyl-2H-pyrazol-3-yl)-3-{4-[7-(4-methanesulfonyl-phenyl)-imidazo[1,2-a]pyridin-3-yl]-phenyl}-urea). Isolated yield 18.0%. As a reaction SMILES: Br[C:2]1[CH:7]=[CH:6][C:5]([NH:8][C:9]([NH:11][C:12]2[NH:13][N:14]=[C:15]([C:17]([CH3:20])([CH3:19])[CH3:18])[CH:16]=2)=[O:10])=[CH:4][CH:3]=1.C1(P(C2CCCCC2)C2CCCCC2)CCCCC1.C([O-])(=O)C.[K+].B1(B2OC(C)(C)C(C)(C)O2)OC(C)(C)C(C)(C)O1.I[C:64]1[N:68]2[CH:69]=[CH:70][C:71]([C:73]3[CH:78]=[CH:77][C:76]([S:79]([CH3:82])(=[O:81])=[O:80])=[CH:75][CH:74]=3)=[CH:72][C:67]2=[N:66][CH:65]=1.C(=O)([O-])[O-].[K+].[K+]>C1C=CC(/C=C/C(/C=C/C2C=CC=CC=2)=O)=CC=1.C1C=CC(/C=C/C(/C=C/C2C=CC=CC=2)=O)=CC=1.C1C=CC(/C=C/C(/C=C/C2C=CC=CC=2)=O)=CC=1.[Pd].[Pd].O.O1CCOCC1.CCOC(C)=O.CS(C)=O>[C:17]([C:15]1[CH:16]=[C:12]([NH:11][C:9]([NH:8][C:5]2[CH:6]=[CH:7][C:2]([C:64]3[N:68]4[CH:69]=[CH:70][C:71]([C:73]5[CH:74]=[CH:75][C:76]([S:79]([CH3:82])(=[O:80])=[O:81])=[CH:77][CH:78]=5)=[CH:72][C:67]4=[N:66][CH:65]=3)=[CH:3][CH:4]=2)=[O:10])[NH:13][N:14]=1)([CH3:20])([CH3:19])[CH3:18] |f:2.3,6.7.8,9.10.11.12.13|. Procedure: To a round bottomed flask, add 1-(4-bromo-phenyl)-3-(5-tert-butyl-2H-pyrazol-3-yl)-urea (0.41 g, 1.2 mmol), tricyclohexylphosphine (24 mg, 0.07 equiv.), potassium acetate (0.36 g, 3 equiv.), bis(pinacolato)diboron (0.34 g, 1.1 equiv.) and DMSO (5 mL). Deoxygenate this mixture thoroughly with N2 then add tris(dibenzylideneacetone)-di-palladium (0) (33 mg, 0.03 equiv.) and heat to 100° C. overnight. Dilute the reaction with EtOAc and wash with water then saturated aqueous saturated sodium chloride... Starting materials: Nc1ccc(OC(F)F)c(Br)c1, CC1(C(=O)Cl)CC1, CCOC(C)=O, c1ccncc1. Product: CC1(C(=O)Nc2ccc(OC(F)F)c(Br)c2)CC1. RXN SMILES: [Br:1][c:2]1[cH:3][c:4]([NH2:5])[cH:6][cH:7][c:8]1[O:9][CH:10]([F:11])[F:12].[CH3:13][C:14]1([C:17](=[O:18])[Cl:19])[CH2:15][CH2:16]1.[CH3:26][CH2:27][O:28][C:29](=[O:30])[CH3:31].[cH:20]1[cH:21][cH:22][n:23][cH:24][cH:25]1>>[Br:1][c:2]1[cH:3][c:4]([NH:5][C:17]([C:14]2([CH3:13])[CH2:15][CH2:16]2)=[O:18])[cH:6][cH:7][c:8]1[O:9][CH:10]([F:11])[F:12].